From a dataset of the Open Reaction Database (ORD), a public repository of structured organic reaction records. describe an organic reaction: reactants, conditions, products, and yield Starting materials: C1(CC1)S(=O)(=O)Cl (Cyclopropane sulfonyl chloride), NC1=C2N(C(C(=C1NC1=C(C=C(C=C1)I)F)C)=O)CCO2 (8-amino-7-(2-fluoro-4-iodo-phenylamino)-6-methyl-2,3-dihydro-oxazolo[3,2-a]pyridin-5-one), C(C)OC(C)=O (ethylacetate). The solvent is N1=CC=CC=C1 (pyridine). Reaction conditions: time 1 hour. The product is FC1=C(C=CC(=C1)I)NC=1C(=C2N(C(C1C)=O)CCO2)NS(=O)(=O)C2CC2 (Cyclopropanesulfonic acid [7-(2-fluoro-4-iodo-phenylamino)-6-methyl-5-oxo-2,3-dihydro-5H-oxazolo[3,2-a]pyridin-8-yl]-amide). Isolated yield 3.0%. RXN SMILES: [CH:1]1([S:4](Cl)(=[O:6])=[O:5])[CH2:3][CH2:2]1.[NH2:8][C:9]1[C:14]([NH:15][C:16]2[CH:21]=[CH:20][C:19]([I:22])=[CH:18][C:17]=2[F:23])=[C:13]([CH3:24])[C:12](=[O:25])[N:11]2[CH2:26][CH2:27][O:28][C:10]=12.C(OC(=O)C)C>N1C=CC=CC=1>[F:23][C:17]1[CH:18]=[C:19]([I:22])[CH:20]=[CH:21][C:16]=1[NH:15][C:14]1[C:9]([NH:8][S:4]([CH:1]2[CH2:3][CH2:2]2)(=[O:6])=[O:5])=[C:10]2[O:28][CH2:27][CH2:26][N:11]2[C:12](=[O:25])[C:13]=1[CH3:24]. Procedure: Cyclopropane sulfonyl chloride (50 mg, 0.35 mmol) was added to a solution of 8-amino-7-(2-fluoro-4-iodo-phenylamino)-6-methyl-2,3-dihydro-oxazolo[3,2-a]pyridin-5-one (I-7f: 80 mg, 0.199 mmol) in dry pyridine (1 mL) at 0° C. The resulting mixture was stirred at room temperature for 1 hour. The reaction was monitored by TLC (100% ethylacetate). The reaction mixture was partitioned between ethylacetate and water. The organic layer was washed with water, brine solution, dried over Na2SO4 and concent... Reactants: ClC1=C2C3=C(N=C(C2=CC=N1)Cl)C=CC(=C3)F (1,5-Dichloro-9-fluorobenzo[c]-2,6-naphthyridine), NC=1C=C(C(=O)OC)C=CC1C (methyl 3-amino-4-methylbenzoate), CC(C)([O-])C.[Na+] (sodium tert-butoxide). Solvent: C1CCOC1 (THF). Product: ClC1=C2C3=C(N=C(C2=CC=N1)NC=1C=C(C(=O)OC)C=CC1C)C=CC(=C3)F (Methyl 3-[(1-chloro-9-fluorobenzo[c]-2,6-naphthyridin-5-yl)amino]-4-methylbenzoate). RXN SMILES: [Cl:1][C:2]1[N:11]=[CH:10][CH:9]=[C:8]2[C:3]=1[C:4]1[CH:16]=[C:15]([F:17])[CH:14]=[CH:13][C:5]=1[N:6]=[C:7]2Cl.[NH2:18][C:19]1[CH:20]=[C:21]([CH:26]=[CH:27][C:28]=1[CH3:29])[C:22]([O:24][CH3:25])=[O:23].CC(C)([O-])C.[Na+]>C1COCC1>[Cl:1][C:2]1[N:11]=[CH:10][CH:9]=[C:8]2[C:3]=1[C:4]1[CH:16]=[C:15]([F:17])[CH:14]=[CH:13][C:5]=1[N:6]=[C:7]2[NH:18][C:19]1[CH:20]=[C:21]([CH:26]=[CH:27][C:28]=1[CH3:29])[C:22]([O:24][CH3:25])=[O:23] |f:2.3|. Procedure: To a solution of 1,5-dichloro-9-fluorobenzo[c]-2,6-naphthytidine (Example 1, Step 5) (500 mg, 1.87 mmol) and methyl 3-amino-4-methylbenzoate (340 mg, 2.06 mmol) in THF (9.3 mL) was added sodium tert-butoxide (396 mg, 4.12 mmol). The reaction stirred at room temperature for ten minutes and was then quenched by the addition of sat. aq. NaHCO3 solution. The mixture was extracted with EtOAc and the extracts were washed with brine, dried over MgSO4 and concentrated in vacuo. Purification by silica ge... Starting materials: FC(C=1C=NC=2CCN(CC2C1)C(=O)[C@]12[C@H](OCC1)C[C@H](C2)NC(OC(C)(C)C)=O)(F)F (tert-butyl ((3aS,5S,6aR)-3a-(3-(trifluoromethyl)-5,6,7,8-tetrahydro-1,6-naphthyridine-6-carbonyl)hexahydro-2H-cyclopenta[b]furan-5-yl)carbamate), C(=O)(C(F)(F)F)O (TFA). The solvent is C(Cl)Cl (DCM). Conditions: time 1 hour. Yields the product N[C@H]1C[C@]2([C@H](OCC2)C1)C(=O)N1CC=2C=C(C=NC2CC1)C(F)(F)F (((3aS,5S,6aR)-5-aminohexahydro-2H-cyclopenta[b]furan-3a-yl)(3-(trifluoromethyl)-7,8-dihydro-1,6-naphthyridin-6(5H)-yl)methanone). RXN SMILES: [F:1][C:2]([F:32])([F:31])[C:3]1[CH:4]=[N:5][C:6]2[CH2:7][CH2:8][N:9]([C:13]([C@:15]34[CH2:22][C@H:21]([NH:23]C(=O)OC(C)(C)C)[CH2:20][C@H:16]3[O:17][CH2:18][CH2:19]4)=[O:14])[CH2:10][C:11]=2[CH:12]=1.C(O)(C(F)(F)F)=O>C(Cl)Cl>[NH2:23][C@@H:21]1[CH2:20][C@H:16]2[O:17][CH2:18][CH2:19][C@@:15]2([C:13]([N:9]2[CH2:8][CH2:7][C:6]3[N:5]=[CH:4][C:3]([C:2]([F:32])([F:31])[F:1])=[CH:12][C:11]=3[CH2:10]2)=[O:14])[CH2:22]1. Reported procedure: To a solution of the product of Step F (12.54 g, 24.8 mmol, 1 eq) in DCM (100 mL) at rt was added TFA (20 mL, 261 mmol, 10.6 eq). After 1 hr, the solution was concentrated. 3 M NaOH was added and the solution extracted with DCM, the organics combined, dried over MgSO4, and concentrated to afford the title compound of Step G. 1H NMR (CHLOROFORM-d) δ: 8.72 (s, 1H), 7.69 (br. s., 1H), 5.07 (d, J=4.9 Hz, 1H), 4.71-4.90 (m, 2H), 3.84-4.03 (m, 3H), 3.58-3.71 (m, 2H), 3.09-3.20 (m, 2H), 2.14-2.41 (m, 3... The reactants are NC(NCCC[C@@H](NC(=O)C1C2=CC=CC=C2C=2C=CC=CC12)C(=O)NCC1=CC=C(C=C1)O)=N[N+](=O)[O-] ((R)-N5 -[amino(nitroimino)methyl]-N2 -[(9-fluorenyl)carbonyl]-N-[(4-hydroxyphenyl)methyl]-ornithinamide), C(C)(=O)O (acetic acid). Reagents/catalysts: [Pd] (palladium black). Product: C1=CC=CC=2C3=CC=CC=C3C(C12)C(=O)N[C@H](CCCNC(N)=N)C(=O)NCC1=C(C=CC=C1)O.C(C)(=O)[O-] ((R)-N2 -[(9-Fluorenyl)carbonyl]-N-[(hydroxyphenyl)methyl]-argininamide acetate). Yield: 40.0%. Reaction SMILES: [NH2:1][C:2](=[N:35][N+]([O-])=O)[NH:3][CH2:4][CH2:5][CH2:6][C@H:7]([C:24]([NH:26][CH2:27][C:28]1[CH:33]=[CH:32][C:31](O)=[CH:30][CH:29]=1)=[O:25])[NH:8][C:9]([CH:11]1[C:23]2[CH:22]=[CH:21][CH:20]=[CH:19][C:18]=2[C:17]2[C:12]1=[CH:13][CH:14]=[CH:15][CH:16]=2)=[O:10].[C:39]([OH:42])(=[O:41])[CH3:40]>[Pd]>[CH:13]1[C:12]2[CH:11]([C:9]([NH:8][C@@H:7]([C:24]([NH:26][CH2:27][C:28]3[CH:33]=[CH:32][CH:31]=[CH:30][C:29]=3[OH:41])=[O:25])[CH2:6][CH2:5][CH2:4][NH:3][C:2](=[NH:35])[NH2:1])=[O:10])[C:23]3[C:18](=[CH:19][CH:20]=[CH:21][CH:22]=3)[C:17]=2[CH:16]=[CH:15][CH:14]=1.[C:39]([O-:42])(=[O:41])[CH3:40] |f:3.4|. Reported procedure: Prepared analogously to Example 1c) from (R)-N5 -[amino(nitroimino)methyl]-N2 -[(9-fluorenyl)carbonyl]-N-[(4-hydroxyphenyl)methyl]-ornithinamide by catalytic hydrogenation in the presence of palladium black and 80% aqueous acetic acid in a yield of 40% of theory. The reactants are [OH-].[Na+] (NaOH), OO (H2O2), C(C)C(CC)C=1C=2N(N=C(C1)C)C(=C(N2)C)C=2C1=C(SC2C)C(=CC=C1)C(=C)C (8-(1-ethyl-propyl)-3-(7-isopropenyl-2-methyl-benzo[b]thiophen-3-yl)-2,6-dimethyl-imidazo[1,2-b]pyridazine), BH3, S(C)C (SMe2). Product: C(C)C(CC)C=1C=2N(N=C(C1)C)C(=C(N2)C)C=2C1=C(SC2C)C(=CC=C1)C(CO)C (2-{3-[8-(1-ethyl-propyl)-2,6-dimethyl-imidazo[1,2-b]pyridazin-3-yl]-2-methyl-benzo[b]thiophen-7-yl}-propan-1-ol). Reaction conditions: time 4 hour. Yield: 57.0%. RXN SMILES: [CH2:1]([CH:3]([C:6]1[C:7]2[N:8]([C:13]([C:17]3[C:18]4[CH:26]=[CH:25][CH:24]=[C:23]([C:27]([CH3:29])=[CH2:28])[C:19]=4[S:20][C:21]=3[CH3:22])=[C:14]([CH3:16])[N:15]=2)[N:9]=[C:10]([CH3:12])[CH:11]=1)[CH2:4][CH3:5])[CH3:2].S(C)C.[OH-:33].[Na+].OO>C1COCC1.O.CO>[CH2:1]([CH:3]([C:6]1[C:7]2[N:8]([C:13]([C:17]3[C:18]4[CH:26]=[CH:25][CH:24]=[C:23]([CH:27]([CH3:29])[CH2:28][OH:33])[C:19]=4[S:20][C:21]=3[CH3:22])=[C:14]([CH3:16])[N:15]=2)[N:9]=[C:10]([CH3:12])[CH:11]=1)[CH2:4][CH3:5])[CH3:2] |f:2.3|. Solvent: CO (CH3OH), C1CCOC1 (THF), O (H2O). Procedure: A solution of 8-(1-ethyl-propyl)-3-(7-isopropenyl-2-methyl-benzo[b]thiophen-3-yl)-2,6-dimethyl-imidazo[1,2-b]pyridazine (0.58 g, 1.45 mmol) in THF (20 mL) is cooled to −78° C., and treated with 2.0 M BH3.SMe2 (2.2 mL, 4.3 mmol). The reaction is stirred in the cooling bath, allowed to warm up gradually to RT and stirred at RT overnight. It is cooled to 0° C., treated with CH3OH (10 mL), 5 M NaOH (10 mL), and 30% H2O2 (10 mL). The resulting mixture is stirred at 0° C. for 15 ml, and then at RT for...